This data is from the Open Reaction Database (ORD), a public repository of structured organic reaction records. The task is: describe an organic reaction: reactants, conditions, products, and yield Reactants: BrC1=CC(=C(C=C1)NC(C(C)(C)C)=O)C1=NC=CC=C1F (N[4-bromo-2-(3-fluoro-pyridin-2-yl)-phenyl]-2,2-dimethyl-propionamide), C(=O)(C(F)(F)F)OC(=O)C(F)(F)F (TFAA), CO (methanol), [N+](=O)(O)[O-] (nitric acid). Solvent: C(=O)(C(F)(F)F)O (TFA), C(=O)(C(F)(F)F)O (TFA), O (water). Reaction conditions: temperature 0 celsius, time 4 hour. Yields the product BrC1=CC(=C(C(=C1)[N+](=O)[O-])NC(C(C)(C)C)=O)C1=NC=CC=C1F (N-[4-Bromo-2-(3-fluoro-pyridin-2-yl)-6-nitro-phenyl]-2,2-dimethyl-propionamide). The yield is 83.7%. RXN SMILES: [Br:1][C:2]1[CH:7]=[CH:6][C:5]([NH:8][C:9](=[O:14])[C:10]([CH3:13])([CH3:12])[CH3:11])=[C:4]([C:15]2[C:20]([F:21])=[CH:19][CH:18]=[CH:17][N:16]=2)[CH:3]=1.C(OC(C(F)(F)F)=O)(C(F)(F)F)=O.[N+:35]([O-])([OH:37])=[O:36].CO>C(O)(C(F)(F)F)=O.O>[Br:1][C:2]1[CH:7]=[C:6]([N+:35]([O-:37])=[O:36])[C:5]([NH:8][C:9](=[O:14])[C:10]([CH3:13])([CH3:12])[CH3:11])=[C:4]([C:15]2[C:20]([F:21])=[CH:19][CH:18]=[CH:17][N:16]=2)[CH:3]=1. Procedure: To a suspension of N[4-bromo-2-(3-fluoro-pyridin-2-yl)-phenyl]-2,2-dimethyl-propionamide (6.45 grams, 18.4 mmoles) in TFA (100 mL) and TFAA (25.5 mL, 183.6 mmole), at 0° C., was added a TFA solution (30 mL) of 90% fuming nitric acid (2.46 mL, 55.1 mmoles) over a 45 minute period. The mixture was then stirred at 0° C. for a total of 4 hours. The crude reaction (now homogenous) was poured into ice producing a pasty mass. The mixture was diluted to 500 mL total volume with water, treated with 50 mL... The reactants are ClC=1C=CC=2NC3=CC=CC=C3OC2C1 (3-chlorophenoxazine), Cl.ClC=1N(CCC1)C1=NCCC1 (2-chloro-(1-pyrrolin-2-yl)pyrroline hydrochloride). Product: Cl.ClC=1C=CC=2N(C3=CC=CC=C3OC2C1)C=1N(CCC1)C1=NCCC1 (3-CHLORO-10-[1-(1-PYRROLIN-2-YL)-2-PYRROLIN-2-YL]-PHENOXAZINE HYDROCHLORIDE). RXN SMILES: [Cl:1][C:2]1[CH:3]=[CH:4][C:5]2[NH:6][C:7]3[C:12]([O:13][C:14]=2[CH:15]=1)=[CH:11][CH:10]=[CH:9][CH:8]=3.Cl.Cl[C:18]1[N:19]([C:23]2[CH2:27][CH2:26][CH2:25][N:24]=2)[CH2:20][CH2:21][CH:22]=1>>[ClH:1].[Cl:1][C:2]1[CH:3]=[CH:4][C:5]2[N:6]([C:18]3[N:19]([C:23]4[CH2:27][CH2:26][CH2:25][N:24]=4)[CH2:20][CH2:21][CH:22]=3)[C:7]3[C:12]([O:13][C:14]=2[CH:15]=1)=[CH:11][CH:10]=[CH:9][CH:8]=3 |f:1.2,3.4|. Procedure: Reaction of 3-chlorophenoxazine with 2-chloro-(1-pyrrolin-2-yl)pyrroline hydrochloride according to the procedure of Example 7 affords 3-CHLORO-10-[1-(1-PYRROLIN-2-YL)-2-PYRROLIN-2-YL]-PHENOXAZINE HYDROCHLORIDE, m.p. 262.5°-270° C. (dec.) (corr.), from ethanol-ether. Run in CO (MeOH), CC#N (CH3CN). Reactants: Cl (HCl), OC=1C=C(C=CC1)N1C(=NC2=CC=CC(=C2C1=O)C)C(C)NC1=C2N=CN(C2=NC=N1)COCC[Si](C)(C)C (3-(3-hydroxy-phenyl)-5-methyl-2-{1-[9-(2-trimethylsilanyl-ethoxymethyl)-9H-purin-6-ylamino]-ethyl}-3H-quinazolin-4-one), BrCC(=O)N (bromo acetamide), OC=1C=C(C=CC1)N1C(=NC2=CC=CC(=C2C1=O)C)C(C)NC1=C2N=CNC2=NC=N1 (3-(3-hydroxy-phenyl)-5-methyl-2-[1-(9H-purin-6-ylamino)-ethyl]-3H-quinazolin-4-one), COC=1C=C(C=CC1)N1C(=NC2=CC=CC(=C2C1=O)C)C(C)NC1=C2N=CN(C2=NC=N1)COCC[Si](C)(C)C (3-(3-methoxy-phenyl)-5-methyl-2-{1-[9-(2-trimethylsilanyl-ethoxymethyl)-9H-purin-6-ylamino]-ethyl}-3H-quinazolin-4-one). RXN SMILES: OC1C=C([N:8]2[C:17](=[O:18])[C:16]3[C:11](=[CH:12][CH:13]=[CH:14][C:15]=3[CH3:19])[N:10]=[C:9]2[CH:20]([NH:22][C:23]2[N:31]=[CH:30][N:29]=[C:28]3[C:24]=2[N:25]=[CH:26][N:27]3COCC[Si](C)(C)C)[CH3:21])C=CC=1.Br[CH2:41][C:42]([NH2:44])=[O:43].C[O:46][C:47]1[CH:48]=[C:49](N2C(=O)C3C(=CC=CC=3C)N=C2C(NC2N=CN=C3C=2N=CN3COCC[Si](C)(C)C)C)[CH:50]=[CH:51][CH:52]=1.Cl.OC1C=C(N2C(=O)C3C(=CC=CC=3C)N=C2C(NC2N=CN=C3C=2N=CN3)C)C=CC=1>CC#N.CO>[CH3:19][C:15]1[CH:14]=[CH:13][CH:12]=[C:11]2[C:16]=1[C:17](=[O:18])[N:8]([CH:41]([O:46][C:47]1[CH:48]=[CH:49][CH:50]=[CH:51][CH:52]=1)[C:42]([NH2:44])=[O:43])[C:9]([CH:20]([NH:22][C:23]1[N:31]=[CH:30][N:29]=[C:28]3[C:24]=1[N:25]=[CH:26][NH:27]3)[CH3:21])=[N:10]2. Reported procedure: Compound 126 (300 mgs, 0.54 mmol) was treated with 2 bromo acetamide using the procedure outlined above for compound 127. The reaction was under reflux for 24 hrs in CH3CN. This intermediate was treated with 4N HCl in MeOH for 1 hour, following the procedure described for compound 121 (step D), to provide compound 145. m/z=471 (M+H). The structure of compound 145 is shown below. The product is CC1=C2C(N(C(=NC2=CC=C1)C(C)NC1=C2N=CNC2=NC=N1)C(C(=O)N)OC1=CC=CC=C1)=O (5-methyl-4-oxo-2-{1-[9H-purin-6-ylamino]-ethyl}-4H-quinazolin-3-yl-phenoxy acetamide). Reactants: FC(S(=O)(=O)OC1=C2[C@@]3(CC[C@H]4C(CCC[C@@]4([C@H]3CSC2=CC(=C1)OC)C)(C)C)C)(F)F ((1R,10R,11S,16S)-5-methoxy-1,11,15,15-tetramethyl-8-thiatetracyclo[8.8.0.02,7.011,16]octadeca-2,4,6-trien-3-yl trifluoromethanesulfonate), CN(C)C=O (DMF). Reagents/catalysts: C=1C=CC(=CC1)/C=C/C(=O)/C=C/C2=CC=CC=C2.C=1C=CC(=CC1)/C=C/C(=O)/C=C/C2=CC=CC=C2.[Pd] (Pd(dba)2), C1=CC=C(C=C1)P([C-]2C=CC=C2)C3=CC=CC=C3.C1=CC=C(C=C1)P([C-]2C=CC=C2)C3=CC=CC=C3.[Fe+2] (dppf), [C-]#N.[C-]#N.[Zn+2] (Zn(CN)2). Run in CCOC(=O)C (EtOAc). Conditions: temperature 150 celsius, time 1 hour. Yields the product COC1=CC(=C2[C@@]3(CC[C@H]4C(CCC[C@@]4([C@H]3CSC2=C1)C)(C)C)C)C#N ((1R,10R,11S,16S)-5-methoxy-1,11,15,15-tetramethyl-8-thiatetracyclo[8.8.0.02,7.011,16]octadeca-2,4,6-triene-3-carbonitrile). Isolated yield 67.0%. Reaction SMILES: FC(F)(F)S(O[C:7]1[CH:24]=[C:23]([O:25][CH3:26])[CH:22]=[C:21]2[C:8]=1[C@@:9]1([CH3:30])[C@H:18]([CH2:19][S:20]2)[C@:17]2([CH3:27])[C@H:12]([C:13]([CH3:29])([CH3:28])[CH2:14][CH2:15][CH2:16]2)[CH2:11][CH2:10]1)(=O)=O.[CH3:33][N:34](C=O)C>CCOC(C)=O.C1C=CC(/C=C/C(/C=C/C2C=CC=CC=2)=O)=CC=1.C1C=CC(/C=C/C(/C=C/C2C=CC=CC=2)=O)=CC=1.[Pd].C1C=CC(P(C2C=CC=CC=2)[C-]2C=CC=C2)=CC=1.C1C=CC(P(C2C=CC=CC=2)[C-]2C=CC=C2)=CC=1.[Fe+2].[C-]#N.[C-]#N.[Zn+2]>[CH3:26][O:25][C:23]1[CH:22]=[C:21]2[C:8]([C@@:9]3([CH3:30])[C@H:18]([CH2:19][S:20]2)[C@:17]2([CH3:27])[C@H:12]([C:13]([CH3:29])([CH3:28])[CH2:14][CH2:15][CH2:16]2)[CH2:11][CH2:10]3)=[C:7]([C:33]#[N:34])[CH:24]=1 |f:3.4.5,6.7.8,9.10.11|. Procedure: A mixture of (1R,10R,11S,16S)-5-methoxy-1,11,15,15-tetramethyl-8-thiatetracyclo[8.8.0.02,7.011,16]octadeca-2,4,6-trien-3-yl trifluoromethanesulfonate (32) (0.20 g, 0.40 mmol), Pd(dba)2 (0.037 g, 0.11 mmol), dppf (0.09 g, 0.2 mmol), Zn(CN)2 (0.057 g, 0.48 mmol) in anhydrous DMF (5.0 mL) was placed in a microwave tube. The vessel was heated at 150° C. and 10 psi for 1 h. The reaction was cooled to room temperature, diluted with EtOAc and washed with water. The organic layer was concentrated to dry... Reactants: CC(C)(C)OC(=O)N(Cc1ccccc1)C1CCCc2ccc(Oc3ncccc3C#N)cc2C1, CCOC(C)=O, Cl. The product is N#Cc1cccnc1Oc1ccc2c(c1)CC(NCc1ccccc1)CCC2. As a reaction SMILES: [CH2:1]([c:2]1[cH:3][cH:4][cH:5][cH:6][cH:7]1)[N:8]([CH:9]1[CH2:10][c:11]2[c:12]([cH:16][cH:17][c:18]([O:20][c:21]3[n:22][cH:23][cH:24][cH:25][c:26]3[C:27]#[N:28])[cH:19]2)[CH2:13][CH2:14][CH2:15]1)[C:29]([O:30][C:31]([CH3:32])([CH3:33])[CH3:34])=[O:35].[CH3:37][CH2:38][O:39][C:40](=[O:41])[CH3:42].[ClH:36]>>[CH2:1]([c:2]1[cH:3][cH:4][cH:5][cH:6][cH:7]1)[NH:8][CH:9]1[CH2:10][c:11]2[c:12]([cH:16][cH:17][c:18]([O:20][c:21]3[n:22][cH:23][cH:24][cH:25][c:26]3[C:27]#[N:28])[cH:19]2)[CH2:13][CH2:14][CH2:15]1. Starting materials: C1COCCO1, N#Cc1ccc(Cl)cc1, NP, CC(=O)[O-], CC(=O)[O-], OB(O)c1ccccc1, [Pd+2]. The product is N#Cc1ccc(-c2ccccc2)cc1. Reaction SMILES: [CH2:21]1[O:22][CH2:23][CH2:24][O:25][CH2:26]1.[Cl:1][c:2]1[cH:3][cH:4][c:5]([C:6]#[N:7])[cH:8][cH:9]1.[NH2:19][PH2:20].[O-:28][C:29]([CH3:30])=[O:31].[O-:32][C:33]([CH3:34])=[O:35].[OH:10][B:11]([OH:12])[c:13]1[cH:14][cH:15][cH:16][cH:17][cH:18]1.[Pd+2:27]>>[c:2]1(-[c:13]2[cH:14][cH:15][cH:16][cH:17][cH:18]2)[cH:3][cH:4][c:5]([C:6]#[N:7])[cH:8][cH:9]1. Reactants: CC(=O)O[BH-](OC(C)=O)OC(C)=O, C1COCCN1, ClCCl, ClCCl, CC(C)[O-], CC(C)[O-], CC(C)[O-], CC(C)[O-], COC(=O)c1ccc(C)c(-n2cnc3ccc(C=O)cc3c2=O)c1, [Na+], O, [Ti+4]. Product: COC(=O)c1ccc(C)c(-n2cnc3ccc(CN4CCOCC4)cc3c2=O)c1. As a reaction SMILES: [C:31]([O:32][BH-:33]([O:34][C:35](=[O:36])[CH3:37])[O:38][C:39](=[O:40])[CH3:41])(=[O:42])[CH3:43].[CH2:25]1[CH2:26][O:27][CH2:28][CH2:29][NH:30]1.[CH2:45]([Cl:46])[Cl:47].[CH2:48]([Cl:49])[Cl:50].[CH3:52][CH:53]([CH3:54])[O-:55].[CH3:57][CH:58]([CH3:59])[O-:60].[CH3:61][CH:62]([CH3:63])[O-:64].[CH3:65][CH:66]([CH3:67])[O-:68].[CH:1](=[O:2])[c:3]1[cH:4][c:5]2[c:6](=[O:24])[n:7](-[c:13]3[cH:14][c:15]([C:16](=[O:17])[O:18][CH3:19])[cH:20][cH:21][c:22]3[CH3:23])[cH:8][n:9][c:10]2[cH:11][cH:12]1.[Na+:44].[OH2:51].[Ti+4:56]>>[CH2:1]([c:3]1[cH:4][c:5]2[c:6](=[O:24])[n:7](-[c:13]3[cH:14][c:15]([C:16](=[O:17])[O:18][CH3:19])[cH:20][cH:21][c:22]3[CH3:23])[cH:8][n:9][c:10]2[cH:11][cH:12]1)[N:30]1[CH2:25][CH2:26][O:27][CH2:28][CH2:29]1.